The task is: describe an organic reaction: reactants, conditions, products, and yield. This data is from the Open Reaction Database (ORD), a public repository of structured organic reaction records. Reactants: NC1=CC=C2CC(C(N(C2=C1C)CC(C)(C)C)=O)CC(=O)OCC (ethyl 2-(7-amino-8-methyl-1-neopentyl-2-oxo-1,2,3,4-tetrahydroquinolin-3-yl)acetate), C(C)(=O)O (acetic acid), [OH-].[Li+] (lithium hydroxide), C(CC(C)C)ON=O (isoamylnitrite). Run in C(Cl)(Cl)(Cl)Cl (carbon tetrachloride), O (water), ClCCl (dichloromethane). Conditions: time 2 hour. Product: C(C(C)(C)C)N1C(C(CC2=CC=C3C(=C12)C=NN3)CC(=O)O)=O (2-(1-neopentyl-2-oxo-2,3,4,7-tetrahydro-1H-pyrazolo[3,4-h]quinolin-3-yl)acetic acid). RXN SMILES: [NH2:1][C:2]1[C:11]([CH3:12])=[C:10]2[C:5]([CH2:6][CH:7]([CH2:19][C:20]([O:22]CC)=[O:21])[C:8](=[O:18])[N:9]2[CH2:13][C:14]([CH3:17])([CH3:16])[CH3:15])=[CH:4][CH:3]=1.C(O)(=O)C.C(O[N:35]=O)CC(C)C.[OH-].[Li+]>C(Cl)(Cl)(Cl)Cl.ClCCl.O>[CH2:13]([N:9]1[C:10]2[C:5](=[CH:4][CH:3]=[C:2]3[NH:1][N:35]=[CH:12][C:11]3=2)[CH2:6][CH:7]([CH2:19][C:20]([OH:22])=[O:21])[C:8]1=[O:18])[C:14]([CH3:15])([CH3:17])[CH3:16] |f:3.4|. Procedure: To a solution of ethyl 2-(7-amino-8-methyl-1-neopentyl-2-oxo-1,2,3,4-tetrahydroquinolin-3-yl)acetate (170 mg, 0.51 mmol) in carbon tetrachloride (4.5 mL) was added acetic acid (0.5 mL) followed by isoamylnitrite (0.04 mL) and the reaction mixture was stirred for 2 h at room temperature. The reaction mixture was diluted with dichloromethane (40 mL), washed with aqueous NaHCO3 and dried. The solvent was removed and the crude product was dissolved in THF (15 mL) followed by addition of lithium hydr...